Dataset: the Open Reaction Database (ORD), a public repository of structured organic reaction records. Task: describe an organic reaction: reactants, conditions, products, and yield The reactants are O=S1(NC(CC1)C(=O)O)=O (1,1-dioxo-isothiazolidine-3-carboxylic acid), CN(C)C=O.BrCC1=CC=CC=C1 (DMF (bromomethyl)benzene), C(=O)([O-])[O-].[K+].[K+] (K2CO3). The solvent is O (water). Conditions: time 8 hour. The product is C(C1=CC=CC=C1)OC(=O)C1N(S(CC1)(=O)=O)CC1=CC=CC=C1 (2-Benzyl-1,1-dioxo-isothiazolidine-3-carboxylic acid benzyl ester). The yield is 47.5%. Reaction SMILES: [O:1]=[S:2]1(=[O:10])[CH2:6][CH2:5]C(C(O)=O)N1.C[N:12]([CH:14]=O)[CH3:13].Br[CH2:17][C:18]1[CH:23]=[CH:22][CH:21]=[CH:20][CH:19]=1.[C:24]([O-:27])([O-])=[O:25].[K+].[K+]>O>[CH2:17]([O:27][C:24]([CH:13]1[CH2:5][CH2:6][S:2](=[O:1])(=[O:10])[N:12]1[CH2:14][C:18]1[CH:23]=[CH:22][CH:21]=[CH:20][CH:19]=1)=[O:25])[C:18]1[CH:23]=[CH:22][CH:21]=[CH:20][CH:19]=1 |f:1.2,3.4.5|. Procedure: To the solution of 1,1-dioxo-isothiazolidine-3-carboxylic acid (97% pure; 1040 mg, 6.11 mmol) in 15 ml of DMF (bromomethyl)benzene (98% pure; 1.85 ml, 2660 mg, 15.27 mmol) and K2CO3 (2350 mg, 18.3 mmol) were added and the mixture stirred overnight at room temperature. Subsequently the reaction mixture was poured into water and extracted three times with MTBE. The combined organic layers were washed with brine, dried over MgSO4 and the solvent was removed under reduced pressure. Chromatography on... Product: O=[N+]([O-])c1ccc2c(Cl)nn(CCN3CCCC3)c2c1. Starting materials: O=C([O-])[O-], O=[N+]([O-])c1ccc2c(Cl)n[nH]c2c1, ClCCN1CCCC1, [K+], [K+], CN(C)C=O. As a reaction SMILES: [C:14](=[O:15])([O-:16])[O-:17].[Cl:1][c:2]1[n:3][nH:4][c:5]2[cH:6][c:7]([N+:11](=[O:12])[O-:13])[cH:8][cH:9][c:10]12.[Cl:20][CH2:21][CH2:22][N:23]1[CH2:24][CH2:25][CH2:26][CH2:27]1.[K+:18].[K+:19].[O:28]=[CH:29][N:30]([CH3:31])[CH3:32]>>[Cl:1][c:2]1[n:3][n:4]([CH2:21][CH2:22][N:23]2[CH2:24][CH2:25][CH2:26][CH2:27]2)[c:5]2[cH:6][c:7]([N+:11](=[O:12])[O-:13])[cH:8][cH:9][c:10]12.